This data is from the Open Reaction Database (ORD), a public repository of structured organic reaction records. The task is: describe an organic reaction: reactants, conditions, products, and yield Reaction SMILES: [CH3:46][CH2:47][OH:48].[ClH:45].[Na+:39].[O:40]1[CH2:41][CH2:42][CH2:43][CH2:44]1.[OH-:38].[c:1]1(-[c:7]2[n:8][n:9]([CH2:18][c:19]3[cH:20][n:21][c:22]([O:25][CH2:26][c:27]4[n:28][c:29](-[c:32]5[cH:33][cH:34][cH:35][cH:36][cH:37]5)[s:30][cH:31]4)[cH:23][cH:24]3)[cH:10][c:11]2[CH2:12][C:13](=[O:14])[O:15][CH2:16][CH3:17])[cH:2][cH:3][cH:4][cH:5][cH:6]1>>[c:1]1(-[c:7]2[n:8][n:9]([CH2:18][c:19]3[cH:20][n:21][c:22]([O:25][CH2:26][c:27]4[n:28][c:29](-[c:32]5[cH:33][cH:34][cH:35][cH:36][cH:37]5)[s:30][cH:31]4)[cH:23][cH:24]3)[cH:10][c:11]2[CH2:12][C:13](=[O:14])[OH:15])[cH:2][cH:3][cH:4][cH:5][cH:6]1. The reactants are CCO, Cl, [Na+], C1CCOC1, [OH-], CCOC(=O)Cc1cn(Cc2ccc(OCc3csc(-c4ccccc4)n3)nc2)nc1-c1ccccc1. Yields the product O=C(O)Cc1cn(Cc2ccc(OCc3csc(-c4ccccc4)n3)nc2)nc1-c1ccccc1.